Dataset: the Open Reaction Database (ORD), a public repository of structured organic reaction records. Task: describe an organic reaction: reactants, conditions, products, and yield Run at temperature 0 celsius, time 10 minute. The solvent is CO (methanol). The reactants are COCCOCCOCCN1C(NC(C1=O)(C)C)(C)C (3-(2-(2-(2-methoxyethoxy)ethoxy)ethyl)-2,2,5,5-tetramethylimidazolidin-4-one), C(C)(C)(C)OCl (tert-butylhypochlorite). Product: ClN1C(N(C(C1(C)C)=O)CCOCCOCCOC)(C)C (1-Chloro-3-(2-(2-(2-methoxyethoxy)ethoxy)ethyl)-2,2,5,5-tetramethylimidazolidin-4-one). As a reaction SMILES: [CH3:1][O:2][CH2:3][CH2:4][O:5][CH2:6][CH2:7][O:8][CH2:9][CH2:10][N:11]1[C:15](=[O:16])[C:14]([CH3:18])([CH3:17])[NH:13][C:12]1([CH3:20])[CH3:19].C(O[Cl:26])(C)(C)C>CO>[Cl:26][N:13]1[C:14]([CH3:18])([CH3:17])[C:15](=[O:16])[N:11]([CH2:10][CH2:9][O:8][CH2:7][CH2:6][O:5][CH2:4][CH2:3][O:2][CH3:1])[C:12]1([CH3:20])[CH3:19]. Procedure: To a 0° C. solution of 3-(2-(2-(2-methoxyethoxy)ethoxy)ethyl)-2,2,5,5-tetramethylimidazolidin-4-one (15.03 g, 52.1 mmol) in methanol (150 ml) was added tert-butylhypochlorite (8.50 g of 0.91 g/mL, 78.3 mmol), over a 10 minute period. The mixture was stirred for 1 hour at 0° C. The reaction mixture was checked for completion by high pressure liquid chromatography. The reaction mixture was concentrated in vacuo, and crude material was purified by silica gel flash chromatography (0 to 10% methanol ... Yield: 91.7%. The reactants are CC(C)(C)OC(=O)NC(CI)C(=O)OC(C)(C)C, C[Si](C)(C)CCN1C(=O)CN(c2ccc(I)cc2OCc2ccccc2)S1(=O)=O, C[Si](C)(C)Cl, O=C(C=Cc1ccccc1)C=Cc1ccccc1, O=C(C=Cc1ccccc1)C=Cc1ccccc1, CN(C)C=O, O=C(C=Cc1ccccc1)C=Cc1ccccc1, O, [Pd], [Pd], [Zn], Cc1ccccc1P(c1ccccc1C)c1ccccc1C. RXN SMILES: [C:6]([CH3:7])([CH3:8])([CH3:9])[O:10][C:11]([CH:12]([CH2:13][I:14])[NH:15][C:16](=[O:17])[O:18][C:19]([CH3:20])([CH3:21])[CH3:22])=[O:23].[CH2:24]([c:25]1[cH:26][cH:27][cH:28][cH:29][cH:30]1)[O:31][c:32]1[c:33]([N:39]2[CH2:40][C:41](=[O:52])[N:42]([CH2:46][CH2:47][Si:48]([CH3:49])([CH3:50])[CH3:51])[S:43]2(=[O:44])=[O:45])[cH:34][cH:35][c:36]([I:38])[cH:37]1.[Cl:1][Si:2]([CH3:3])([CH3:4])[CH3:5].[O:101]=[C:102]([CH:103]=[CH:104][c:105]1[cH:106][cH:107][cH:108][cH:109][cH:110]1)[CH:111]=[CH:112][c:113]1[cH:114][cH:115][cH:116][cH:117][cH:118]1.[O:119]=[C:120]([CH:121]=[CH:122][c:123]1[cH:124][cH:125][cH:126][cH:127][cH:128]1)[CH:129]=[CH:130][c:131]1[cH:132][cH:133][cH:134][cH:135][cH:136]1.[O:75]=[CH:76][N:77]([CH3:78])[CH3:79].[O:83]=[C:84]([CH:85]=[CH:86][c:87]1[cH:88][cH:89][cH:90][cH:91][cH:92]1)[CH:93]=[CH:94][c:95]1[cH:96][cH:97][cH:98][cH:99][cH:100]1.[OH2:137].[Pd:81].[Pd:82].[Zn:80].[c:53]1([CH3:54])[cH:55][cH:56][cH:57][cH:58][c:59]1[P:60]([c:61]1[cH:62][cH:63][cH:64][cH:65][c:66]1[CH3:67])[c:68]1[cH:69][cH:70][cH:71][cH:72][c:73]1[CH3:74]>>[C:6]([CH3:7])([CH3:8])([CH3:9])[O:10][C:11]([CH:12]([CH2:13][c:36]1[cH:35][cH:34][c:33]([N:39]2[CH2:40][C:41](=[O:52])[N:42]([CH2:46][CH2:47][Si:48]([CH3:49])([CH3:50])[CH3:51])[S:43]2(=[O:44])=[O:45])[c:32]([O:31][CH2:24][c:25]2[cH:26][cH:27][cH:28][cH:29][cH:30]2)[cH:37]1)[NH:15][C:16](=[O:17])[O:18][C:19]([CH3:20])([CH3:21])[CH3:22])=[O:23]. Yields the product CC(C)(C)OC(=O)NC(Cc1ccc(N2CC(=O)N(CC[Si](C)(C)C)S2(=O)=O)c(OCc2ccccc2)c1)C(=O)OC(C)(C)C. Starting materials: [OH-].[Na+] (sodium hydroxide), FC=1C=CC(=NC1)C(=O)OCC (ethyl 5-fluoropyridine-2-carboxylate), C(CC(O)(C(=O)O)CC(=O)O)(=O)O (citric acid). Run in O1CCCC1 (tetrahydrofuran), CO (methanol). Reaction conditions: time 15 minute. Product: FC=1C=CC(=NC1)C(=O)O (5-fluoropyridine-2-carboxylic acid). Yield: 111.7%. RXN SMILES: [OH-].[Na+].[F:3][C:4]1[CH:5]=[CH:6][C:7]([C:10]([O:12]CC)=[O:11])=[N:8][CH:9]=1.C(O)(=O)CC(CC(O)=O)(C(O)=O)O>O1CCCC1.CO>[F:3][C:4]1[CH:5]=[CH:6][C:7]([C:10]([OH:12])=[O:11])=[N:8][CH:9]=1 |f:0.1|. Procedure details: 2.4 ml of aqueous 2.5 N sodium hydroxide solution was added to a solution of 0.44 g of ethyl 5-fluoropyridine-2-carboxylate in 5 ml of tetrahydrofuran and 2 ml of methanol, and stirred at room temperature for 15 minutes. This was neutralized with aqueous 10% citric acid solution, extracted with ethyl acetate, and the organic layer was washed with saturated saline water. After dried, the solvent was evaporated away under reduced pressure to obtain 0.41 g of the entitled compound as a white crysta... The reactants are CN(C1=CC(=C(C=N1)C=1N=C(C(=NC1CC)N[C@@H]1CN(C[C@@H]1OCC)C(=O)OCC1=CC=CC=C1)CC)C)C (benzyl (3R,4S)-3-({5-[6-(dimethylamino)-4-methylpyridin-3-yl]-3,6-diethylpyrazin-2-yl}amino)-4-ethoxypyrrolidine-1-carboxylate), ClC1=C(C=CC(=C1)Cl)B(O)O (2,4-dichloro phenyl boronic acid). Product: ClC1=C(C=CC(=C1)Cl)C=1N=C(C(=NC1CC)N[C@@H]1CN(C[C@@H]1OCC)C(=O)OCC1=CC=CC=C1)CC (benzyl (3R,4S)-3-{[5-(2,4-dichlorophenyl)-3,6-diethylpyrazin-2-yl]amino}-4-ethoxypyrrolidine-1-carboxylate). RXN SMILES: CN(C)C1N=CC([C:9]2[N:10]=[C:11]([CH2:36][CH3:37])[C:12]([NH:17][C@H:18]3[C@@H:22]([O:23][CH2:24][CH3:25])[CH2:21][N:20]([C:26]([O:28][CH2:29][C:30]4[CH:35]=[CH:34][CH:33]=[CH:32][CH:31]=4)=[O:27])[CH2:19]3)=[N:13][C:14]=2[CH2:15][CH3:16])=C(C)C=1.[Cl:40][C:41]1[CH:46]=[C:45]([Cl:47])[CH:44]=[CH:43][C:42]=1B(O)O>>[Cl:40][C:41]1[CH:46]=[C:45]([Cl:47])[CH:44]=[CH:43][C:42]=1[C:9]1[N:10]=[C:11]([CH2:36][CH3:37])[C:12]([NH:17][C@H:18]2[C@@H:22]([O:23][CH2:24][CH3:25])[CH2:21][N:20]([C:26]([O:28][CH2:29][C:30]3[CH:31]=[CH:32][CH:33]=[CH:34][CH:35]=3)=[O:27])[CH2:19]2)=[N:13][C:14]=1[CH2:15][CH3:16]. Procedure details: Following the procedure for the preparation of benzyl (3R,4S)-3-({5-[6-(dimethylamino)-4-methylpyridin-3-yl]-3,6-diethylpyrazin-2-yl}amino)-4-ethoxypyrrolidine-1-carboxylate but substituting 2,4-dichloro phenyl boronic acid and making non-critical variations provided the title compound as a oil: 1H NMR (400 MHz, CDCl3) δ) 7.49, 7.40–7.25, 5.20–5.13, 4.76, 4.11, 3.98, 3.73–3.60, 3.51–3.31, 2.70, 2.47, 1.31–1.24, 1.15; IR (liq.) 2972, 2342 (w), 1948 (w), 1709 (s), 1567, 1552, 1498 (s), 1470 (s), 1...